From a dataset of the Open Reaction Database (ORD), a public repository of structured organic reaction records. describe an organic reaction: reactants, conditions, products, and yield Reactants: C[C@H]1[C@H](CCCC1)N1C(N(C=2C1=C1C(=NC2)NC=C1)CC1=CC(=CC=C1)[N+](=O)[O-])=O (rel-1-[(1S,2R)-2-methylcyclohexyl]-3-(3-nitrobenzyl)-3,6-dihydroimidazo[4,5-d]pyrrolo[2,3-b]pyridin-2(1H)-one), C(C)O (ethanol), [Cl-].[NH4+] (ammonium chloride). Reagents/catalysts: [Fe] (iron). The solvent is O (water). Product: NC=1C=C(CN2C(N(C3=C4C(=NC=C32)NC=C4)[C@@H]4[C@@H](CCCC4)C)=O)C=CC1 (3-(3-aminobenzyl)-1-[(1S,2R)-2-methylcyclohexyl]-3,6-dihydroimidazo[4,5-d]pyrrolo[2,3-b]-pyridin-2(1H)-one). Yield: 100.1%. As a reaction SMILES: [CH3:1][C@@H:2]1[CH2:7][CH2:6][CH2:5][CH2:4][C@@H:3]1[N:8]1[C:12]2=[C:13]3[CH:19]=[CH:18][NH:17][C:14]3=[N:15][CH:16]=[C:11]2[N:10]([CH2:20][C:21]2[CH:26]=[CH:25][CH:24]=[C:23]([N+:27]([O-])=O)[CH:22]=2)[C:9]1=[O:30].C(O)C.[Cl-].[NH4+]>[Fe].O>[NH2:27][C:23]1[CH:22]=[C:21]([CH:26]=[CH:25][CH:24]=1)[CH2:20][N:10]1[C:11]2[C:12](=[C:13]3[CH:19]=[CH:18][NH:17][C:14]3=[N:15][CH:16]=2)[N:8]([C@H:3]2[CH2:4][CH2:5][CH2:6][CH2:7][C@H:2]2[CH3:1])[C:9]1=[O:30] |f:2.3|. Procedure: To a solution of rel-1-[(1S,2R)-2-methylcyclohexyl]-3-(3-nitrobenzyl)-3,6-dihydroimidazo[4,5-d]pyrrolo[2,3-b]pyridin-2(1H)-one (150 mg) in a mixed solution of ethanol (1.5 mL) and water (0.45 mL) were added iron powder (62 mg) and ammonium chloride (10 mg). The solution was refluxed for 3 hours. After cooling to ambient temperature, the precipitate was filtered through a pad of Celite. After concentration under reduced pressure, the residue was extracted with chloroform and washed with water and... The reactants are C12(CCCCCC1)OC1=C(C2=O)C=CC=C1 (spiro[benzofuran-2(3H),1'-cycloheptan]-3-one), C(C)O (ethanol), [BH4-].[Na+] (sodium borohydride). Solvent: O (water). Reaction conditions: time 23 hour. The product is OC1C2=C(OC13CCCCCC3)C=CC=C2 (3-Hydroxy-spiro[benzofuran-2(3H),1'-cycloheptane]). The yield is 89.4%. As a reaction SMILES: [C:1]12([C:11](=[O:12])[C:10]3[CH:13]=[CH:14][CH:15]=[CH:16][C:9]=3[O:8]1)[CH2:7][CH2:6][CH2:5][CH2:4][CH2:3][CH2:2]2.C(O)C.[BH4-].[Na+]>O>[OH:12][CH:11]1[C:1]2([CH2:7][CH2:6][CH2:5][CH2:4][CH2:3][CH2:2]2)[O:8][C:9]2[CH:16]=[CH:15][CH:14]=[CH:13][C:10]1=2 |f:2.3|. Reported procedure: A mixture of 7.48 g of spiro[benzofuran-2(3H),1'-cycloheptan]-3-one, 175 ml of denatured ethanol and 1.31 g of sodium borohydride was stirred for 23 hours at room temperature under nitrogen. After addition of 250 ml of distilled water and 10-15 minutes of stirring, the mixture was partitioned between 250 ml of distilled water and 250 ml of ether. The phases were separated and the aqueous phase extracted with additional ether (2×250 ml). The combined organic extracts were washed with distilled wa... The reactants are CC(=O)OCCN1C(=O)C(NC(=O)c2cc3ccccc3[nH]2)N=C(c2ccccc2)c2ccccc21, O=C([O-])[O-], CCO, [K+], [K+]. Yields the product O=C(NC1N=C(c2ccccc2)c2ccccc2N(CCO)C1=O)c1cc2ccccc2[nH]1. As a reaction SMILES: [C:1](=[O:2])([CH3:3])[O:4][CH2:5][CH2:6][N:7]1[C:8](=[O:36])[CH:9]([NH:24][C:25](=[O:26])[c:27]2[nH:28][c:29]3[cH:30][cH:31][cH:32][cH:33][c:34]3[cH:35]2)[N:10]=[C:11]([c:18]2[cH:19][cH:20][cH:21][cH:22][cH:23]2)[c:12]2[c:13]1[cH:14][cH:15][cH:16][cH:17]2.[C:37](=[O:38])([O-:39])[O-:40].[CH3:43][CH2:44][OH:45].[K+:41].[K+:42]>>[OH:4][CH2:5][CH2:6][N:7]1[C:8](=[O:36])[CH:9]([NH:24][C:25](=[O:26])[c:27]2[nH:28][c:29]3[cH:30][cH:31][cH:32][cH:33][c:34]3[cH:35]2)[N:10]=[C:11]([c:18]2[cH:19][cH:20][cH:21][cH:22][cH:23]2)[c:12]2[c:13]1[cH:14][cH:15][cH:16][cH:17]2. Reactants: Cc1c(C(=O)O)oc2c(C(=O)c3ccccc3)cc(C(C)(C)C)c(O)c12, CCOC(C)=O, Cl, [Cu], c1ccc2ncccc2c1. Yields the product Cc1coc2c(C(=O)c3ccccc3)cc(C(C)(C)C)c(O)c12. RXN SMILES: [CH3:1][c:2]1[c:3]([C:24]([OH:25])=[O:26])[o:4][c:5]2[c:6]1[c:7]([OH:23])[c:8]([C:19]([CH3:20])([CH3:21])[CH3:22])[cH:9][c:10]2[C:11]([c:12]1[cH:13][cH:14][cH:15][cH:16][cH:17]1)=[O:18].[CH3:39][CH2:40][O:41][C:42](=[O:43])[CH3:44].[ClH:37].[Cu:38].[cH:27]1[cH:28][c:29]2[c:30]([n:31][cH:32][cH:33][cH:34]2)[cH:35][cH:36]1>>[CH3:1][c:2]1[cH:3][o:4][c:5]2[c:6]1[c:7]([OH:23])[c:8]([C:19]([CH3:20])([CH3:21])[CH3:22])[cH:9][c:10]2[C:11]([c:12]1[cH:13][cH:14][cH:15][cH:16][cH:17]1)=[O:18]. Starting materials: [BH3-]C#N, CO, ClCCl, O=CC=Cc1cc(F)ccc1F, N#Cc1ccc2c(c1)N(CCN1CCC(N)CC1)C(=O)CO2, [Na+]. Yields the product N#Cc1ccc2c(c1)N(CCN1CCC(NCC=Cc3cc(F)ccc3F)CC1)C(=O)CO2. As a reaction SMILES: [C:35]([BH3-:36])#[N:37].[CH3:39][OH:40].[Cl:41][CH2:42][Cl:43].[F:23][c:24]1[c:25]([CH:31]=[CH:32][CH:33]=[O:34])[cH:26][c:27]([F:30])[cH:28][cH:29]1.[NH2:1][CH:2]1[CH2:3][CH2:4][N:5]([CH2:8][CH2:9][N:10]2[C:11](=[O:22])[CH2:12][O:13][c:14]3[c:15]2[cH:16][c:17]([C:20]#[N:21])[cH:18][cH:19]3)[CH2:6][CH2:7]1.[Na+:38]>>[NH:1]([CH:2]1[CH2:3][CH2:4][N:5]([CH2:8][CH2:9][N:10]2[C:11](=[O:22])[CH2:12][O:13][c:14]3[c:15]2[cH:16][c:17]([C:20]#[N:21])[cH:18][cH:19]3)[CH2:6][CH2:7]1)[CH2:33][CH:32]=[CH:31][c:25]1[c:24]([F:23])[cH:29][cH:28][c:27]([F:30])[cH:26]1. Reactants: O (H2O), C1OC=2C=C(C=O)C(=CC2O1)[N+](=O)[O-] (3,4-Methylenedioxy-6-nitrobenzaldehyde), C(CC#N)#N (malononitrile), NCCC(=O)O (β-alanine). Reported procedure: 1 g (5.1 mmol) 3,4-Methylenedioxy-6-nitrobenzaldehyde, 0.4 g (6 mmol) malononitrile and 0.2 g β-alanine in 30 ml ethanol were stirred 16 hours at room temperature, 50 ml H2O was added and the reaction mixture was filtered, giving 1 g (80% yield) of a bright yellow solid, m.p. 104° C. Yield: 80.6%. The product is C1OC=2C=C(C=C(C#N)C#N)C(=CC2O1)[N+](=O)[O-] (3,4-Methylenedioxy-6-nitrobenzylidene malononitrile). Solvent: C(C)O (ethanol). Reaction SMILES: [CH2:1]1[O:11][C:10]2[CH:9]=[C:8]([N+:12]([O-:14])=[O:13])[C:5]([CH:6]=O)=[CH:4][C:3]=2[O:2]1.[C:15](#[N:19])[CH2:16][C:17]#[N:18].NCCC(O)=O.O>C(O)C>[CH2:1]1[O:11][C:10]2[CH:9]=[C:8]([N+:12]([O-:14])=[O:13])[C:5]([CH:6]=[C:16]([C:15]#[N:19])[C:17]#[N:18])=[CH:4][C:3]=2[O:2]1. The reactants are N1CCCCC1 (piperidine), C(C)(C)(C)OC(=O)N1CC(C1)COS(=O)(=O)C (3-methanesulfonyloxymethylazetidine-1-carboxylic acid tert-butyl ester), resultant mixture. The solvent is C1(=CC=CC=C1)C (toluene). Product: C(C)(C)(C)OC(=O)N1CC(C1)CN1CCCCC1 (3-piperidin-1-ylmethylazetidine-1-carboxylic acid tert-butyl ester). The yield is 50.0%. As a reaction SMILES: [C:1]([O:5][C:6]([N:8]1[CH2:11][CH:10]([CH2:12]OS(C)(=O)=O)[CH2:9]1)=[O:7])([CH3:4])([CH3:3])[CH3:2].[NH:18]1[CH2:23][CH2:22][CH2:21][CH2:20][CH2:19]1>C1(C)C=CC=CC=1>[C:1]([O:5][C:6]([N:8]1[CH2:11][CH:10]([CH2:12][N:18]2[CH2:23][CH2:22][CH2:21][CH2:20][CH2:19]2)[CH2:9]1)=[O:7])([CH3:4])([CH3:3])[CH3:2]. Procedure details: To a suspension of 3-methanesulfonyloxymethylazetidine-1-carboxylic acid tert-butyl ester (0.36 g, 1.40 mmol) in toluene (2 mL) was added piperidine (0.7 mL, 7.00 mmol) and the resultant mixture was heated to 110° C. in a sealed tube for 18 h. The solution was concentrated in vacuo, the crude residue dissolved in DCM and washed with 0.5 N KOH (aq.) (1×) and brine (1×). The organic layer was dried (Na2SO4), filtered and concentrated in vacuo. The resultant oil was purified by chromatography on si...